From a dataset of the Open Reaction Database (ORD), a public repository of structured organic reaction records. describe an organic reaction: reactants, conditions, products, and yield The reactants are CN(C(=O)NC1=CC=C(C=C1)C1=NN(C=C1C1=C2C(=NC=C1)NC(=C2)C2=CC(=CC=C2)CO)CCN(C(OC(C)(C)C)=O)C)C (1,1-dimethylethyl [2-(3-(4-{[(dimethylamino)carbonyl]amino}phenyl)-4-{2-[3-(hydroxymethyl)phenyl]-1H-pyrrolo[2,3-b]pyridin-4-yl}-1H-pyrazol-1-yl)ethyl]methylcarbamate). The reagents and catalysts are O=[Mn]=O (MnO2). Run in C(Cl)(Cl)Cl (CHCl3). Run at temperature 70 celsius. The product is CN(C(=O)NC1=CC=C(C=C1)C1=NN(C=C1C1=C2C(=NC=C1)NC(=C2)C2=CC(=CC=C2)C=O)CCN(C(OC(C)(C)C)=O)C)C (1,1-dimethylethyl (2-{3-(4-{[(dimethylamino)carbonyl]amino}phenyl)-4-[2-(3-formylphenyl)-1H-pyrrolo[2,3-b]pyridin-4-yl]-1H-pyrazol-1-yl}ethyl)methylcarbamate). The yield is 77.3%. RXN SMILES: [CH3:1][N:2]([CH3:45])[C:3]([NH:5][C:6]1[CH:11]=[CH:10][C:9]([C:12]2[C:16]([C:17]3[CH:22]=[CH:21][N:20]=[C:19]4[NH:23][C:24]([C:26]5[CH:31]=[CH:30][CH:29]=[C:28]([CH2:32][OH:33])[CH:27]=5)=[CH:25][C:18]=34)=[CH:15][N:14]([CH2:34][CH2:35][N:36]([CH3:44])[C:37](=[O:43])[O:38][C:39]([CH3:42])([CH3:41])[CH3:40])[N:13]=2)=[CH:8][CH:7]=1)=[O:4]>C(Cl)(Cl)Cl.O=[Mn]=O>[CH3:45][N:2]([CH3:1])[C:3]([NH:5][C:6]1[CH:11]=[CH:10][C:9]([C:12]2[C:16]([C:17]3[CH:22]=[CH:21][N:20]=[C:19]4[NH:23][C:24]([C:26]5[CH:31]=[CH:30][CH:29]=[C:28]([CH:32]=[O:33])[CH:27]=5)=[CH:25][C:18]=34)=[CH:15][N:14]([CH2:34][CH2:35][N:36]([CH3:44])[C:37](=[O:43])[O:38][C:39]([CH3:40])([CH3:41])[CH3:42])[N:13]=2)=[CH:8][CH:7]=1)=[O:4]. Procedure details: To a stirred solution of 1,1-dimethylethyl [2-(3-(4-{[(dimethylamino)carbonyl]amino}phenyl)-4-{2-[3-(hydroxymethyl)phenyl]-1H-pyrrolo[2,3-b]pyridin-4-yl}-1H-pyrazol-1-yl)ethyl]methylcarbamate (1.24 g, 2.0 mMol) in CHCl3 (100 mL) was added activated MnO2 (2.5 g, 28.7 mMol). The reaction was stirred and refluxed (70° C. oil bath) for 8 h, cooled to RT, filtered through a pad of Celite®, rinsed with CHCl3, and evaporated to dryness under vacuum. Purification by flash chromatography on silica gel (5... Product: COC=1C=C(C=CC1)SCC(CC(=O)OCC)C1=CC=CC=C1 (β-[[(3-methoxyphenyl)thio]methyl]benzenepropanoic Acid, Ethyl Ester). Procedure: To a solution of 3-methoxy-thiophenol (1.4 g, 0.01 mol) and 2-phenylbutyro-lactone 2a (1.5 g, 0.0093 mol, (Tetrahedron 47, (8) 1525-40, 1991) in DMF (10.0 mL) were added potassium carbonate (1.4 g, 0.01 mol) and 18-crown-C (0.05 g), and the mixture was heated at 75° C. for 12 h under an atmosphere of argon. The reaction mixture was cooled, and partioned between 5% citric acid (25 mL) and ethylacetate (50 mL). The organic phase was washed with water (2×25 mL), dried dried (Na2SO4) and concentrate... Run in CN(C)C=O (DMF), C(C)OC(C)=O (ethylacetate). Reaction SMILES: [CH3:1][O:2][C:3]1[CH:4]=[C:5]([SH:9])[CH:6]=[CH:7][CH:8]=1.[C:10]1([CH:16]2[CH2:21]CO[C:17]2=O)[CH:15]=[CH:14][CH:13]=[CH:12][CH:11]=1.[C:22](=[O:25])([O-])[O-:23].[K+].[K+].[C:28](O)(=O)[CH2:29]C(CC(O)=O)(C(O)=O)O>CN(C=O)C.C(OC(=O)C)C>[CH3:1][O:2][C:3]1[CH:4]=[C:5]([S:9][CH2:21][CH:16]([C:10]2[CH:11]=[CH:12][CH:13]=[CH:14][CH:15]=2)[CH2:17][C:22]([O:23][CH2:28][CH3:29])=[O:25])[CH:6]=[CH:7][CH:8]=1 |f:2.3.4|. Yield: 40.0%. Run at temperature 75 celsius, time 1 hour. Starting materials: C(CC(O)(C(=O)O)CC(=O)O)(=O)O (citric acid), COC=1C=C(C=CC1)S (3-methoxy-thiophenol), C1(=CC=CC=C1)C1C(=O)OCC1 (2-phenylbutyro-lactone), ( 8 ), C([O-])([O-])=O.[K+].[K+] (potassium carbonate). Reactants: CCN(C(C)C)C(C)C (DIPEA), FC(C=1C=C(C=C(C1)C(F)(F)F)C1=NN(C=N1)\C=C/C(=O)O)(F)F ((Z)-3-(3-(3,5-bis(trifluoromethyl)phenyl)-1H-1,2,4-triazol-1-yl)acrylic acid), Cl.NN1CCCC1 (1-aminopyrrolidine HCl), C(CC)P1(OP(OP(O1)(=O)CCC)(=O)CCC)=O (T3P). Solvent: CCOC(=O)C (EtOAc), C(Cl)Cl (CH2Cl2). Reaction conditions: temperature -40 celsius, time 30 minute. The product is FC(C=1C=C(C=C(C1)C(F)(F)F)C1=NN(C=N1)\C=C/C(=O)NN1CCCC1)(F)F ((Z)-3-(3-(3,5-bis(trifluoromethyl)phenyl)-1H-1,2,4-triazol-1-yl)-N-(pyrrolidin-1-yl)acrylamide). The yield is 1.7%. As a reaction SMILES: [F:1][C:2]([F:24])([F:23])[C:3]1[CH:4]=[C:5]([C:13]2[N:17]=[CH:16][N:15](/[CH:18]=[CH:19]\[C:20](O)=[O:21])[N:14]=2)[CH:6]=[C:7]([C:9]([F:12])([F:11])[F:10])[CH:8]=1.Cl.[NH2:26][N:27]1[CH2:31][CH2:30][CH2:29][CH2:28]1.C(P1(=O)OP(CCC)(=O)OP(CCC)(=O)O1)CC.CCN(C(C)C)C(C)C>CCOC(C)=O.C(Cl)Cl>[F:12][C:9]([F:10])([F:11])[C:7]1[CH:6]=[C:5]([C:13]2[N:17]=[CH:16][N:15](/[CH:18]=[CH:19]\[C:20]([NH:26][N:27]3[CH2:31][CH2:30][CH2:29][CH2:28]3)=[O:21])[N:14]=2)[CH:4]=[C:3]([C:2]([F:1])([F:24])[F:23])[CH:8]=1 |f:1.2|. Reported procedure: A cold (−40° C.) solution of (Z)-3-(3-(3,5-bis(trifluoromethyl)phenyl)-1H-1,2,4-triazol-1-yl)acrylic acid (0.35 g) in 1:1 CH2Cl2:EtOAc (200 mL) was treated with 1-aminopyrrolidine HCl (0.134 g). The mixture was then treated with T3P (50% in EtOAc; 0.77 ml, 1.3 eq.) followed by the slow addition of DIPEA (0.51 ml, 3.0 eq.). The reaction mixture was stirred for 30 min at −40° C. before being quenched with ice-water, and extracted with EtOAc (3×20 mL). The combined organic layers were washed with a... Reactants: ClC1=CC2=C(NC(=N2)C(C(F)(F)F)=O)C=C1Cl (1-(5,6-Dichloro-1H-benzoimidazol-2-yl)-2,2,2-trifluoro-ethanone), Cl (HCl), C(C=CC1=CC=CC=C1)Br (cinnamyl bromide), [In] (indium). Run in C1CCOC1 (THF), O (water), C(C)(=O)OCC (ethyl acetate). The product is ClC1=CC2=C(NC(=N2)C(C(F)(F)F)(C(C=C)C2=CC=CC=C2)O)C=C1Cl (2-(5,6-Dichloro-1H-benzoimidazol-2-yl)-1,1,1-trifluoro-3-phenyl-pent-4-en-2-ol). As a reaction SMILES: [Cl:1][C:2]1[C:16]([Cl:17])=[CH:15][C:5]2[NH:6][C:7]([C:9](=[O:14])[C:10]([F:13])([F:12])[F:11])=[N:8][C:4]=2[CH:3]=1.[CH2:18](Br)[CH:19]=[CH:20][C:21]1[CH:26]=[CH:25][CH:24]=[CH:23][CH:22]=1.[In].Cl>C1COCC1.O.C(OCC)(=O)C>[Cl:17][C:16]1[C:2]([Cl:1])=[CH:3][C:4]2[NH:8][C:7]([C:9]([OH:14])([CH:20]([C:21]3[CH:26]=[CH:25][CH:24]=[CH:23][CH:22]=3)[CH:19]=[CH2:18])[C:10]([F:13])([F:11])[F:12])=[N:6][C:5]=2[CH:15]=1. Reported procedure: 1-(5,6-Dichloro-1H-benzoimidazol-2-yl)-2,2,2-trifluoro-ethanone (0.30 g; 1.04 mmol), cinnamyl bromide (1.6 mL; 10.5 mmol) and indium (1.22 g; 10.7 mmol) were suspended in THF (10 mL) and 0.02 M HCl (15 mL) and stirred vigorously over 18 hours. The reaction mixture was then diluted with water (60 mL) and ethyl acetate (40 mL), the layers were separated and the aqueous layer was extracted with ethyl acetate (3×20 mL). The combined extracts were washed with brine (50 mL) and dried over Na2SO4 to yi...